From a dataset of the Open Reaction Database (ORD), a public repository of structured organic reaction records. describe an organic reaction: reactants, conditions, products, and yield Reactants: C(C)(C)N1CC2C3=CC=C(C=C3C(C1)C2)N (10-Isopropy-10-aza-tricyclo[6.3.1.0*2,7*]dodeca-2,4,6-trien-4-ylamine), ClC1=NC=C(C(=N1)NC1=C(C(=O)NC)C=CC=C1)Cl (2-(2,5-dichloro-pyrimidin-4-ylamino)-N-methyl-benzamide), Cl (HCl), O1CCOCC1 (dioxane), [Na] (sodium). The solvent is O (water). Conditions: temperature 120 celsius. The product is ClC=1C(=NC(=NC1)NC=1C=C2C3CN(CC(C2=CC1)C3)C(C)C)NC3=C(C(=O)NC)C=CC=C3 (2-[5-chloro-2-(10-isopropyl-10-aza-tricyclo[6.3.1.0*2,7*]dodeca-2,4,6-trien-4-ylamino)-pyrimidin-4-ylamino]-N-methyl-benzamide). Yield: 34.7%. As a reaction SMILES: [CH:1]([N:4]1[CH2:14][CH:13]2[CH2:15][CH:6]([C:7]3[C:12]2=[CH:11][C:10]([NH2:16])=[CH:9][CH:8]=3)[CH2:5]1)([CH3:3])[CH3:2].Cl[C:18]1[N:23]=[C:22]([NH:24][C:25]2[CH:34]=[CH:33][CH:32]=[CH:31][C:26]=2[C:27]([NH:29][CH3:30])=[O:28])[C:21]([Cl:35])=[CH:20][N:19]=1.Cl.O1CCOCC1.[Na]>O>[Cl:35][C:21]1[C:22]([NH:24][C:25]2[CH:34]=[CH:33][CH:32]=[CH:31][C:26]=2[C:27]([NH:29][CH3:30])=[O:28])=[N:23][C:18]([NH:16][C:10]2[CH:11]=[C:12]3[C:7](=[CH:8][CH:9]=2)[CH:6]2[CH2:15][CH:13]3[CH2:14][N:4]([CH:1]([CH3:3])[CH3:2])[CH2:5]2)=[N:19][CH:20]=1 |^1:42|. Procedure: 10-Isopropy-10-aza-tricyclo[6.3.1.0*2,7*]dodeca-2,4,6-trien-4-ylamine (30 mg, 0.14 mmol), 2-(2,5-dichloro-pyrimidin-4-ylamino)-N-methyl-benzamide (41 mg, 0.14 mmol) and 4N HCl in dioxane (28 μl, 0.15 mmol) were combined in a microwave tube. The reaction was heated to at 120° C. for 40 minutes in the microwave. The reaction was poured into water (50 ml) and saturated sodium bicarb (90 ml) and extracted 3 times with 25 ml portions of methylene chloride. The combined organic was dried over magnesiu... As a reaction SMILES: [O:1]1[CH2:6][CH2:5][CH:4]=[C:3]([CH:7]=O)[CH2:2]1.[C:9]([CH:14]=P(C1C=CC=CC=1)(C1C=CC=CC=1)C1C=CC=CC=1)([O:11][CH2:12][CH3:13])=[O:10]>ClCCl>[O:1]1[CH2:6][CH2:5][CH:4]=[C:3](/[CH:7]=[CH:14]/[C:9]([O:11][CH2:12][CH3:13])=[O:10])[CH2:2]1. Run in ClCCl (dichloromethane), ClCCl (dichloromethane). Procedure: To 5,6-dihydro-2H-pyran-3-carbaldehyde (5.0 g) in dry dichloromethane (150 ml) at 0° C., was added carbethoxymethylene-triphenylphosphorane (15.53 g). The reaction was allowed to warm to room temperature and stirred overnight. The reaction was diluted with dichloromethane (150 ml) and washed with water (150 ml) and a saturated aqueous solution of brine (150 ml). The organic layer was dried by passing through a hydrophobic frit and concentrated in vacuo. to afford a yellow oil. The product was pu... Isolated yield 68.8%. Conditions: time 8 hour. The product is O1CC(=CCC1)/C=C/C(=O)OCC (Ethyl (2E)-3-(5,6-dihydro-2H-pyran-3-yl)-2-propenoate). Starting materials: O1CC(=CCC1)C=O (5,6-dihydro-2H-pyran-3-carbaldehyde), C(=O)(OCC)C=P(C1=CC=CC=C1)(C1=CC=CC=C1)C1=CC=CC=C1 (carbethoxymethylene-triphenylphosphorane). The reactants are O (water), C1(CCCC1)OC=1C=C(C=O)C=CC1OC (3-cyclopentyloxy-4-methoxybenzaldehyde), Cl.NO (hydroxylamine hydrochloride), resultant mixture. Solvent: N1=CC=CC=C1 (pyridine). The product is C1(CCCC1)OC=1C=C(C=NO)C=CC1OC (3-cyclopentyloxy-4-methoxybenzaldehyde oxime). Isolated yield 104.9%. RXN SMILES: [CH:1]1([O:6][C:7]2[CH:8]=[C:9]([CH:12]=[CH:13][C:14]=2[O:15][CH3:16])[CH:10]=O)[CH2:5][CH2:4][CH2:3][CH2:2]1.Cl.[NH2:18][OH:19].O>N1C=CC=CC=1>[CH:1]1([O:6][C:7]2[CH:8]=[C:9]([CH:12]=[CH:13][C:14]=2[O:15][CH3:16])[CH:10]=[N:18][OH:19])[CH2:5][CH2:4][CH2:3][CH2:2]1 |f:1.2|. Reported procedure: 3-cyclopentyloxy-4-methoxybenzaldehyde (13.00 g, 59.02 mM) and hydroxylamine hydrochloride (8.46 g, 118.04 mM) were dissolved in pyridine (120 ml) and the resultant mixture was heated to reflux for 23 hours. The solution obtained was cooled to room temperature, water (100 ml) was added, then the solution was extracted with ethyl acetate. The organic layer was dried over anhydrous magnesium sulfate, then the solvent was removed in vacuo to obtain a green oily residue. The residue was purified by ... Reactants: COC(=O)C1=NC(=C2N=CN(C2=N1)[C@H]1[C@@H]([C@@H]([C@H](C1)NC(CC)=O)O)O)NCC(C1=CC=CC=C1)C1=CC=CC=C1 (9-((1R,2S,3R,4S)-2,3-Dihydroxy-4-propionylamino-cyclopentyl)-6-(2,2-diphenyl-ethylamino)-9H-purine-2-carboxylic acid methyl ester), Cl.COC(=O)C1=NC(=C2N=CNC2=N1)NCC(C1=CC=CC=C1)C1=CC=CC=C1 (6-(2,2-diphenyl-ethylamino)-9H-purine-2-carboxylic acid methyl ester hydrochloride), Cl.NCCNC(=O)C1=NC(=C2N=CN(C2=N1)[C@H]1[C@@H]([C@@H]([C@H](C1)N)O)O)NCC(C1=CC=CC=C1)C1=CC=CC=C1 (9-((1R,2S,3R,4S)-4-amino-2,3-dihydroxy-cyclopentyl)-6-(2,2-diphenyl-ethylamino)-9H-purine-2-carboxylic acid (2-amino-ethyl)-amide hydrochloride). Yields the product C(CC)(=O)NCCNC(=O)C1=NC(=C2N=CN(C2=N1)[C@H]1[C@@H]([C@@H]([C@H](C1)NC(CC)=O)O)O)NCC(C1=CC=CC=C1)C1=CC=CC=C1 (9-((1R,2S,3R,4S)-2,3-Dihydroxy-4-propionylamino-cyclopentyl)-6-(2,2-diphenyl-ethylamino)-9H-purine-2-carboxylic acid (2-propionylamino-ethyl)-amide). RXN SMILES: CO[C:3]([C:5]1[N:13]=[C:12]2[C:8]([N:9]=[CH:10][N:11]2[C@@H:14]2[CH2:18][C@H:17]([NH:19][C:20](=[O:23])[CH2:21][CH3:22])[C@@H:16]([OH:24])[C@H:15]2[OH:25])=[C:7]([NH:26][CH2:27][CH:28]([C:35]2[CH:40]=[CH:39][CH:38]=[CH:37][CH:36]=2)[C:29]2[CH:34]=[CH:33][CH:32]=[CH:31][CH:30]=2)[N:6]=1)=[O:4].Cl.COC(C1N=C2[C:49]([N:50]=CN2)=[C:48]([NH:55][CH2:56][CH:57]([C:64]2C=CC=CC=2)C2C=CC=CC=2)N=1)=O.Cl.NCCNC(C1N=C2C(N=CN2[C@@H]2C[C@H](N)[C@@H](O)[C@H]2O)=C(NCC(C2C=CC=CC=2)C2C=CC=CC=2)N=1)=[O:76]>>[C:56]([NH:55][CH2:48][CH2:49][NH:50][C:3]([C:5]1[N:13]=[C:12]2[C:8]([N:9]=[CH:10][N:11]2[C@@H:14]2[CH2:18][C@H:17]([NH:19][C:20](=[O:23])[CH2:21][CH3:22])[C@@H:16]([OH:24])[C@H:15]2[OH:25])=[C:7]([NH:26][CH2:27][CH:28]([C:29]2[CH:30]=[CH:31][CH:32]=[CH:33][CH:34]=2)[C:35]2[CH:36]=[CH:37][CH:38]=[CH:39][CH:40]=2)[N:6]=1)=[O:4])(=[O:76])[CH2:57][CH3:64] |f:1.2,3.4|. Reported procedure: The title compound is prepared analogously to 9-((1R,2S,3R,4S)-2,3-dihydroxy-4-propionylamino-cyclopentyl)-6-(2,2-diphenyl-ethylamino)-9H-purine-2-carboxylic acid methyl ester (Example 48 step 7) by replacing 9-(1R,2S,3R,4S)-,4-amino-2,3-dihydroxy-cyclopentyl)-6-(2,2-diphenyl-ethylamino)-9H-purine-2-carboxylic acid methyl ester hydrochloride with 9-((1R,2S,3R,4S)-4-amino-2,3-dihydroxy-cyclopentyl)-6-(2,2-diphenyl-ethylamino)-9H-purine-2-carboxylic acid (2-amino-ethyl)-amide hydrochloride. (MH+ 6... Reactants: N1N=CC2=CC(=CC=C12)NC1=C(C(=O)O)C=CC=C1 (2-(1H-indazol-5-ylamino)benzoic acid), C(C1=CC=CC=C1)N1CCNCC1 (1-benzylpiperazine), ON1N=NC2=C1C=CC=C2 (1-hydroxybenzotriazole), Cl.C(C)N=C=NCCCN(C)C (1-ethyl-3-(3-dimethylaminopropyl)-carbodiimide hydrochloride). Solvent: [OH-].[Na+] (sodium hydroxide), CN(C=O)C (N,N-dimethylformamide). Reaction conditions: time 21 hour. Yields the product C(C1=CC=CC=C1)N1CCN(CC1)C(=O)C1=C(C=CC=C1)NC=1C=C2C=NNC2=CC1 (N-{2-[(4-benzylpiperazin-1-yl)carbonyl]phenyl}-1H-indazol-5-amine). The yield is 97.9%. As a reaction SMILES: [NH:1]1[C:9]2[C:4](=[CH:5][C:6]([NH:10][C:11]3[CH:19]=[CH:18][CH:17]=[CH:16][C:12]=3[C:13]([OH:15])=O)=[CH:7][CH:8]=2)[CH:3]=[N:2]1.[CH2:20]([N:27]1[CH2:32][CH2:31][NH:30][CH2:29][CH2:28]1)[C:21]1[CH:26]=[CH:25][CH:24]=[CH:23][CH:22]=1.ON1C2C=CC=CC=2N=N1.Cl.C(N=C=NCCCN(C)C)C>CN(C)C=O.[OH-].[Na+]>[CH2:20]([N:27]1[CH2:32][CH2:31][N:30]([C:13]([C:12]2[CH:16]=[CH:17][CH:18]=[CH:19][C:11]=2[NH:10][C:6]2[CH:5]=[C:4]3[C:9](=[CH:8][CH:7]=2)[NH:1][N:2]=[CH:3]3)=[O:15])[CH2:29][CH2:28]1)[C:21]1[CH:22]=[CH:23][CH:24]=[CH:25][CH:26]=1 |f:3.4,6.7|. Procedure: To a solution of 2-(1H-indazol-5-ylamino)benzoic acid (102 mg, 0.402 mmol) in N,N-dimethylformamide (0.5 ml) were added 1-benzylpiperazine (210 μl, 1.21 mmol), 1-hydroxybenzotriazole (74 mg, 0.484 mmol) and 1-ethyl-3-(3-dimethylaminopropyl)-carbodiimide hydrochloride (94 mg, 0.490 mmol) in that order, and the resulting mixture was stirred at room temperature for 21 hours. The mixture was dissolved in a 2N-aqueous sodium hydroxide solution (10 ml) and then extracted twice with ethyl acetate/tolue... The reactants are Cc1ccccc1, [Li]c1c(OC)cccc1OC, CCCCCC, COc1cccc(OC)c1C(=O)[O-], [Li+]. The product is COc1cccc(OC)c1. Reaction SMILES: [CH3:1][c:2]1[cH:3][cH:4][cH:5][cH:6][cH:7]1.[CH3:22][O:23][c:24]1[cH:25][cH:26][cH:27][c:28]([O:29][CH3:30])[c:31]1[Li:32].[CH3:33][CH2:34][CH2:35][CH2:36][CH2:37][CH3:38].[CH3:8][O:9][c:10]1[c:11]([C:12]([O-:13])=[O:14])[c:15]([O:19][CH3:20])[cH:16][cH:17][cH:18]1.[Li+:21]>>[CH3:8][O:9][c:10]1[cH:11][c:15]([O:19][CH3:20])[cH:16][cH:17][cH:18]1.